This data is from the Open Reaction Database (ORD), a public repository of structured organic reaction records. The task is: describe an organic reaction: reactants, conditions, products, and yield Reactants: CCOC(=O)N1CC2CC1CN2Cc1ccccc1, C1CCOC1, [NH4+], [OH-], O. Product: CN1CC2CC1CN2Cc1ccccc1. RXN SMILES: [CH2:1]([c:2]1[cH:3][cH:4][cH:5][cH:6][cH:7]1)[N:8]1[CH:9]2[CH2:10][N:11]([C:15]([O:16][CH2:17][CH3:18])=[O:19])[CH:12]([CH2:13]1)[CH2:14]2.[CH2:21]1[O:22][CH2:23][CH2:24][CH2:25]1.[NH4+:27].[OH-:26].[OH2:20]>>[CH2:1]([c:2]1[cH:3][cH:4][cH:5][cH:6][cH:7]1)[N:8]1[CH:9]2[CH2:10][N:11]([CH3:15])[CH:12]([CH2:13]1)[CH2:14]2.